This data is from the Open Reaction Database (ORD), a public repository of structured organic reaction records. The task is: describe an organic reaction: reactants, conditions, products, and yield The reactants are CC(=O)OCCBr, O=C([O-])[O-], [Cs+], [Cs+], CN(C)C=O, Cc1cc(O)cc(C)c1-c1cccc(COc2ccc(C=O)cc2)c1. Yields the product CC(=O)OCCOc1cc(C)c(-c2cccc(COc3ccc(C=O)cc3)c2)c(C)c1. As a reaction SMILES: [C:26]([CH3:27])(=[O:28])[O:29][CH2:30][CH2:31][Br:32].[C:33](=[O:34])([O-:35])[O-:36].[Cs+:37].[Cs+:38].[O:39]=[CH:40][N:41]([CH3:42])[CH3:43].[OH:1][c:2]1[cH:3][c:4]([CH3:25])[c:5](-[c:9]2[cH:10][c:11]([CH2:15][O:16][c:17]3[cH:18][cH:19][c:20]([CH:21]=[O:22])[cH:23][cH:24]3)[cH:12][cH:13][cH:14]2)[c:6]([CH3:8])[cH:7]1>>[O:1]([c:2]1[cH:3][c:4]([CH3:25])[c:5](-[c:9]2[cH:10][c:11]([CH2:15][O:16][c:17]3[cH:18][cH:19][c:20]([CH:21]=[O:22])[cH:23][cH:24]3)[cH:12][cH:13][cH:14]2)[c:6]([CH3:8])[cH:7]1)[CH2:31][CH2:30][O:29][C:26]([CH3:27])=[O:28]. Reactants: Cc1ccc(-n2nc(C(C)(C)C)cc2NC(=O)Nc2ccc(OCCI)c3ccccc23)cc1, O=C([O-])[O-], [K+], [K+], O=[N+]([O-])c1c[nH]cn1, CN(C)C=O, O. Yields the product Cc1ccc(-n2nc(C(C)(C)C)cc2NC(=O)Nc2ccc(OCCn3cnc([N+](=O)[O-])c3)c3ccccc23)cc1. RXN SMILES: [C:1]([CH3:2])([CH3:3])([CH3:4])[c:5]1[n:6][n:7](-[c:28]2[cH:29][cH:30][c:31]([CH3:34])[cH:32][cH:33]2)[c:8]([NH:10][C:11](=[O:12])[NH:13][c:14]2[cH:15][cH:16][c:17]([O:24][CH2:25][CH2:26][I:27])[c:18]3[cH:19][cH:20][cH:21][cH:22][c:23]23)[cH:9]1.[C:35](=[O:36])([O-:37])[O-:38].[K+:39].[K+:40].[N+:41](=[O:42])([O-:43])[c:44]1[n:45][cH:46][nH:47][cH:48]1.[O:50]=[CH:51][N:52]([CH3:53])[CH3:54].[OH2:49]>>[C:1]([CH3:2])([CH3:3])([CH3:4])[c:5]1[n:6][n:7](-[c:28]2[cH:29][cH:30][c:31]([CH3:34])[cH:32][cH:33]2)[c:8]([NH:10][C:11](=[O:12])[NH:13][c:14]2[cH:15][cH:16][c:17]([O:24][CH2:25][CH2:26][n:47]3[cH:46][n:45][c:44]([N+:41](=[O:42])[O-:43])[cH:48]3)[c:18]3[cH:19][cH:20][cH:21][cH:22][c:23]23)[cH:9]1. RXN SMILES: [CH3:1][C:2]1[C:3]([N+:10]([O-:12])=[O:11])=[C:4]([CH:7]=[CH:8][CH:9]=1)[CH:5]=O.C(O)(=O)[CH2:14][C:15]([OH:17])=[O:16].N1CCCCC1>N1C=CC=CC=1>[CH3:1][C:2]1[C:3]([N+:10]([O-:12])=[O:11])=[C:4]([CH:7]=[CH:8][CH:9]=1)[CH:5]=[CH:14][C:15]([OH:17])=[O:16]. The yield is 64.0%. Solvent: N1=CC=CC=C1 (pyridine). Procedure: 3-Methyl-2-nitrobenzaldehyde, prepared according to Berichte, 47, 406, is reacted with malonic acid in pyridine with the addition of piperidine to give 3-methyl-2-nitrocinnamic acid; yield 64% of theory; m.p. 230°-235° C., after recrystallisation from methanol. After hydrogenation thereof in aqueous sodium hydroxide solution in the presence of palladium catalyst, 2 mole of acetic anhydride are added thereto and the reaction product is purified on an Amberlite IR-120 column (H+ form). There is th... Product: CC=1C(=C(C=CC(=O)O)C=CC1)[N+](=O)[O-] (3-methyl-2-nitrocinnamic acid). Starting materials: CC=1C(=C(C=O)C=CC1)[N+](=O)[O-] (3-Methyl-2-nitrobenzaldehyde), C(CC(=O)O)(=O)O (malonic acid), N1CCCCC1 (piperidine). Reactants: N[C@@H]1CCCC=2C(=CN=CC12)C=1C=C2CCC(N(C2=CC1)C)=O ((R)-6-(8-Amino-5,6,7,8-tetrahydroisoquinolin-4-yl)-1-methyl-3,4-dihydroquinolin-2(1H)-one), C(C)(=O)Cl (acetyl chloride). The product is CN1C(CCC2=CC(=CC=C12)C1=CN=CC=2[C@@H](CCCC12)NC(C)=O)=O (N—[(R)-4-(1-Methyl-2-oxo-1,2,3,4-tetrahydro-quinolin-6-yl)-5,6,7,8-tetrahydro-isoquinolin-8-yl]-acetamide). As a reaction SMILES: [NH2:1][C@H:2]1[C:11]2[CH:10]=[N:9][CH:8]=[C:7]([C:12]3[CH:13]=[C:14]4[C:19](=[CH:20][CH:21]=3)[N:18]([CH3:22])[C:17](=[O:23])[CH2:16][CH2:15]4)[C:6]=2[CH2:5][CH2:4][CH2:3]1.[C:24](Cl)(=[O:26])[CH3:25]>>[CH3:22][N:18]1[C:19]2[C:14](=[CH:13][C:12]([C:7]3[C:6]4[CH2:5][CH2:4][CH2:3][C@@H:2]([NH:1][C:24](=[O:26])[CH3:25])[C:11]=4[CH:10]=[N:9][CH:8]=3)=[CH:21][CH:20]=2)[CH2:15][CH2:16][C:17]1=[O:23]. Procedure: In analogy to the procedure described for the preparation of intermediate B-1, reaction of (R)-6-(8-amino-5,6,7,8-tetrahydroisoquinolin-4-yl)-1-methyl-3,4-dihydroquinolin-2(1H)-one (example 61) with acetyl chloride gave the title compound as colorless amorphous solid. MS: 350.5 (M+H+). The reactants are CN(/C=C/C(=O)C1=NN(C=CC1=O)C1=CC(=CC=C1)OC(F)(F)F)C (3-((E)-3-dimethylamino-acryloyl)-1-(3-trifluoromethoxy-phenyl)-1H-pyridazin-4-one), N1=C(C=CC=C1)NN (pyridin-2-yl-hydrazine). Product: N1=C(C=CC=C1)N1N=CC=C1C1=NN(C=CC1=O)C1=CC(=CC=C1)OC(F)(F)F (3-(2-Pyridin-2-yl-2H-pyrazol-3-yl)-1-(3-trifluoromethoxy-phenyl)-1H-pyridazin-4-one). Reaction SMILES: C[N:2](C)/[CH:3]=[CH:4]/[C:5]([C:7]1[C:12](=[O:13])[CH:11]=[CH:10][N:9]([C:14]2[CH:19]=[CH:18][CH:17]=[C:16]([O:20][C:21]([F:24])([F:23])[F:22])[CH:15]=2)[N:8]=1)=O.[N:26]1[CH:31]=[CH:30][CH:29]=[CH:28][C:27]=1[NH:32]N>>[N:26]1[CH:31]=[CH:30][CH:29]=[CH:28][C:27]=1[N:32]1[C:5]([C:7]2[C:12](=[O:13])[CH:11]=[CH:10][N:9]([C:14]3[CH:19]=[CH:18][CH:17]=[C:16]([O:20][C:21]([F:24])([F:23])[F:22])[CH:15]=3)[N:8]=2)=[CH:4][CH:3]=[N:2]1. Reported procedure: Reaction of 3-((E)-3-dimethylamino-acryloyl)-1-(3-trifluoromethoxy-phenyl)-1H-pyridazin-4-one (A-6) and pyridin-2-yl-hydrazine according to example 43 gave the desired product. MS: M=472.0 (M+H)+ Starting materials: BrBr (bromine), Cl.NCCCC1=CCOC2=C1C=CC=C2OC (4-(3-aminopropyl)-8-methoxy-2H-[1]-benzopyran hydrochloride), ClCCl (dichloromethane). Run in C(C)N(CC)CC (triethylamine). Reaction conditions: time 3.5 hour. Yields the product NCCC=C1C(COC2=C1C=CC=C2OC)Br (4-(3-aminopropylidene)-3-bromo-8-methoxy-2H-[1]-benzopyran). RXN SMILES: [Br:1]Br.Cl.[NH2:4][CH2:5][CH2:6][CH2:7][C:8]1[C:13]2[CH:14]=[CH:15][CH:16]=[C:17]([O:18][CH3:19])[C:12]=2[O:11][CH2:10][CH:9]=1.ClCCl>C(N(CC)CC)C>[NH2:4][CH2:5][CH2:6][CH:7]=[C:8]1[C:13]2[CH:14]=[CH:15][CH:16]=[C:17]([O:18][CH3:19])[C:12]=2[O:11][CH2:10][CH:9]1[Br:1] |f:1.2|. Procedure: 3.02 kg of bromine is added during 35 minutes to a mixture of 4.83 kg of 4-(3-aminopropyl)-8-methoxy-2H-[1]-benzopyran hydrochloride and 58 l of dichloromethane at 16°-23°, and once addition is complete the reaction is stirred for 3.5 hours at room temperature. 5.8 kg of triethylamine is added to yield 4-(3-aminopropylidene)-3-bromo-8-methoxy-2H-[1]-benzopyran. The reaction is heated at 60° for 4 hours and then stirred overnight at room temperature. The mixture is washed five times with 12 l wat...